Dataset: the Open Reaction Database (ORD), a public repository of structured organic reaction records. Task: describe an organic reaction: reactants, conditions, products, and yield Starting materials: ClCCl, COC(=O)C(Br)CC1CCCC1, O=c1cc(Cc2ccccc2C(F)(F)F)cn[nH]1, [H-], [Na+], C1CCOC1, O. The product is COC(=O)C(CC1CCCC1)n1ncc(Cc2ccccc2C(F)(F)F)cc1=O. As a reaction SMILES: [CH2:39]([Cl:40])[Cl:41].[CH3:21][O:22][C:23]([CH:24]([CH2:25][CH:26]1[CH2:27][CH2:28][CH2:29][CH2:30]1)[Br:31])=[O:32].[F:1][C:2]([c:3]1[c:4]([CH2:5][c:6]2[cH:7][c:8](=[O:12])[nH:9][n:10][cH:11]2)[cH:13][cH:14][cH:15][cH:16]1)([F:17])[F:18].[H-:19].[Na+:20].[O:33]1[CH2:34][CH2:35][CH2:36][CH2:37]1.[OH2:38]>>[F:1][C:2]([c:3]1[c:4]([CH2:5][c:6]2[cH:7][c:8](=[O:12])[n:9]([CH:24]([C:23]([O:22][CH3:21])=[O:32])[CH2:25][CH:26]3[CH2:27][CH2:28][CH2:29][CH2:30]3)[n:10][cH:11]2)[cH:13][cH:14][cH:15][cH:16]1)([F:17])[F:18]. The reactants are FC1=C(C=C(C=C1)CCCO)OC1=CC=CC=C1 (3-(4-fluoro-3-phenoxyphenyl)-1-propanol), C(=O)(N1C=NC=C1)N1C=NC=C1 (1,1'-carbonyldiimidazole), O (water), C(C=C)Br (allyl bromide). The solvent is C(C)#N (acetonitrile), CCCCCC (hexane). Reaction conditions: time 1.5 hour. Product: BrCCCC1=CC(=C(C=C1)F)OC1=CC=CC=C1 (1-bromo-3-(4-fluoro-3-phenoxyphenyl)propane). Isolated yield 66.2%. Reaction SMILES: [F:1][C:2]1[CH:7]=[CH:6][C:5]([CH2:8][CH2:9][CH2:10]O)=[CH:4][C:3]=1[O:12][C:13]1[CH:18]=[CH:17][CH:16]=[CH:15][CH:14]=1.C(N1C=CN=C1)(N1C=CN=C1)=O.C([Br:34])C=C.O>C(#N)C.CCCCCC>[Br:34][CH2:10][CH2:9][CH2:8][C:5]1[CH:6]=[CH:7][C:2]([F:1])=[C:3]([O:12][C:13]2[CH:18]=[CH:17][CH:16]=[CH:15][CH:14]=2)[CH:4]=1. Procedure: To 5.30 g (0.0215 mole) of 3-(4-fluoro-3-phenoxyphenyl)-1-propanol in 18 ml of dry acetonitrile was added first 3.5 g (0.022 mole) of 1,1'-carbonyldiimidazole and then 13.0 g (0.107 mole) of allyl bromide. After stirring at room temperature for 1.5 hours the reaction mixture was heated at gentle reflux for two hours. The reaction mixture was poured into water, and this mixture was extracted twice with diethyl ether. The combined extracts were washed successively with 10% hydrochloric acid, a sat... The reactants are CC(=O)O[BH-](OC(C)=O)OC(C)=O, COc1ccccc1N1CCNCC1, CC(=O)O, O=CCC(C(=O)C1CCCCC1)c1ccccc1, ClCCl, [Na+]. The product is COc1ccccc1N1CCN(CCC(C(=O)C2CCCCC2)c2ccccc2)CC1. As a reaction SMILES: [C:33]([O:34][BH-:35]([O:36][C:37](=[O:38])[CH3:39])[O:40][C:41](=[O:42])[CH3:43])(=[O:44])[CH3:45].[CH3:19][O:20][c:21]1[c:22]([N:27]2[CH2:28][CH2:29][NH:30][CH2:31][CH2:32]2)[cH:23][cH:24][cH:25][cH:26]1.[CH3:47][C:48](=[O:49])[OH:50].[CH:1]1([C:7]([CH:8]([CH2:9][CH:10]=[O:11])[c:12]2[cH:13][cH:14][cH:15][cH:16][cH:17]2)=[O:18])[CH2:2][CH2:3][CH2:4][CH2:5][CH2:6]1.[Cl:51][CH2:52][Cl:53].[Na+:46]>>[CH:1]1([C:7]([CH:8]([CH2:9][CH2:10][N:30]2[CH2:29][CH2:28][N:27]([c:22]3[c:21]([O:20][CH3:19])[cH:26][cH:25][cH:24][cH:23]3)[CH2:32][CH2:31]2)[c:12]2[cH:13][cH:14][cH:15][cH:16][cH:17]2)=[O:18])[CH2:2][CH2:3][CH2:4][CH2:5][CH2:6]1. Starting materials: COC1=CC=C(C=C1)C1CC(C1)C1=CC=C(C=C1)OC (1,3-bis-(p-methoxyphenyl)cyclobutane), Cl.N1=CC=CC=C1 (pyridine hydrochloride), O (water). Solvent: C(C)(=O)OCC (ethyl acetate). Reaction conditions: temperature 210 celsius. The product is OC1=CC=C(C=C1)C1CC(C1)C1=CC=C(C=C1)O (1,3-bis-(p-Hydroxyphenyl)cyclobutane). As a reaction SMILES: C[O:2][C:3]1[CH:8]=[CH:7][C:6]([CH:9]2[CH2:12][CH:11]([C:13]3[CH:18]=[CH:17][C:16]([O:19]C)=[CH:15][CH:14]=3)[CH2:10]2)=[CH:5][CH:4]=1.Cl.N1C=CC=CC=1.O>C(OCC)(=O)C>[OH:2][C:3]1[CH:4]=[CH:5][C:6]([CH:9]2[CH2:12][CH:11]([C:13]3[CH:14]=[CH:15][C:16]([OH:19])=[CH:17][CH:18]=3)[CH2:10]2)=[CH:7][CH:8]=1 |f:1.2|. Procedure details: A mixture of 1,3-bis-(p-methoxyphenyl)cyclobutane (13.57 g., 0.051 mole) and pyridine hydrochloride (46.8 g., 0.41 mole) is heated at 210° C. under a nitrogen atmosphere for 30 minutes and then poured into 500 ml. of water. Several ethyl acetate extracts are taken, combined, washed (dilute HC1, water), dried (MgSO4), and evaporated. The desired product after recrystallization from benzene weighs 8.1 g. (67%), m.p. 148°-163.5° C. Starting materials: C(C)(CC)=NC1=C(C(=C(C=C1CC)CC)N=C(C)CC)C (N,N′-di-sec-butylidene-[diethyl(methyl)-1,3-benzenediamine]). Reagents/catalysts: [Pt] (Pt(S)/C). The solvent is CC(=O)C (acetone). Conditions: time 12 hour. The product is C(C)(CC)NC1=C(C(=C(C=C1CC)CC)NC(C)CC)C (N,N′-di-sec-butyl-[diethyl(methyl)-1,3-benzenediamine]). RXN SMILES: [C:1](=[N:5][C:6]1[C:11]([CH2:12][CH3:13])=[CH:10][C:9]([CH2:14][CH3:15])=[C:8]([N:16]=[C:17]([CH2:19][CH3:20])[CH3:18])[C:7]=1[CH3:21])([CH2:3][CH3:4])[CH3:2]>[Pt].CC(C)=O>[CH:17]([NH:16][C:8]1[C:9]([CH2:14][CH3:15])=[CH:10][C:11]([CH2:12][CH3:13])=[C:6]([NH:5][CH:1]([CH2:3][CH3:4])[CH3:2])[C:7]=1[CH3:21])([CH2:19][CH3:20])[CH3:18]. Reported procedure: N,N′-di-sec-butylidene-[diethyl(methyl)-1,3-benzenediamine] (28 g) and Pt(S)/C (2.8 g) were added to acetone (30 g) in an autoclave. The closed autoclave was purged 3 times with 125 psig (9.63×105 Pa) of H2 at 22° C. The mixture was kept at 21° C. and 125 psi (8.62×105 Pa) of H2 for 12 hours, forming the corresponding N,N′-di-sec-butyl-[diethyl(methyl)-1,3-benzenediamine] quantitatively. The reactants are C([O-])([O-])=O.[Na+].[Na+] (sodium carbonate), ClCCl (dichloromethane), ClC=1C=C2C(=CNC2=CC1)CCNC(C1=CC=C(C=C1)CCl)=O (N-(2-(5-chloro-1H-indol-3-yl)ethyl)-4-(chloromethyl)benzamide), O1C=C(C=C1)B(O)O (furan-3-ylboronic acid), [I-].[Na+] (sodium iodide). Reagents/catalysts: C1=CC=C(C=C1)P([C-]2C=CC=C2)C3=CC=CC=C3.C1=CC=C(C=C1)P([C-]2C=CC=C2)C3=CC=CC=C3.Cl[Pd]Cl.[Fe+2] ([1,1′-bis(diphenylphosphino)ferrocene]palladium(II) chloride). The solvent is O (water), C(OC)COC (dimethoxyethane). Product: eluent, ClC=1C=C2C(=CNC2=CC1)CCNC(C1=CC=C(C=C1)CC1=COC=C1)=O (N-(2-(5-Chloro-1H-indol-3-yl)ethyl)-4-(furan-3-ylmethyl)benzamide). The yield is 27.5%. Reaction SMILES: [Cl:1][C:2]1[CH:3]=[C:4]2[C:8](=[CH:9][CH:10]=1)[NH:7][CH:6]=[C:5]2[CH2:11][CH2:12][NH:13][C:14](=[O:23])[C:15]1[CH:20]=[CH:19][C:18]([CH2:21]Cl)=[CH:17][CH:16]=1.[O:24]1[CH:28]=[CH:27][C:26](B(O)O)=[CH:25]1.ClCCl.C(=O)([O-])[O-].[Na+].[Na+].[I-].[Na+]>C(COC)OC.O.C1C=CC(P(C2C=CC=CC=2)[C-]2C=CC=C2)=CC=1.C1C=CC(P(C2C=CC=CC=2)[C-]2C=CC=C2)=CC=1.Cl[Pd]Cl.[Fe+2]>[Cl:1][C:2]1[CH:3]=[C:4]2[C:8](=[CH:9][CH:10]=1)[NH:7][CH:6]=[C:5]2[CH2:11][CH2:12][NH:13][C:14](=[O:23])[C:15]1[CH:20]=[CH:19][C:18]([CH2:21][C:26]2[CH:27]=[CH:28][O:24][CH:25]=2)=[CH:17][CH:16]=1 |f:3.4.5,6.7,10.11.12.13|. Procedure details: N-(2-(5-Chloro-1H-indol-3-yl)ethyl)-4-(furan-3-ylmethyl)benzamide was prepared according to method B with N-(2-(5-chloro-1H-indol-3-yl)ethyl)-4-(chloromethyl)benzamide (0.080 g; 0.230 mmol), furan-3-ylboronic acid (0.027 g; 0.242 mmol), [1,1′-bis(diphenylphosphino)ferrocene]palladium(II) chloride, complex with dichloromethane (0.019 g; 0.023 mmol), sodium carbonate (0.050 g; 0.460 mmol), sodium iodide (0.069 g; 0.460 mmol), in dimethoxyethane (3 mL) and water (1 mL), irradiated in a microwave ov... Starting materials: CCCC[N+](CCCC)(CCCC)CCCC, C1CCOC1, COc1cccc(CN2Cc3cc(OC)c(O[Si](C(C)C)(C(C)C)C(C)C)cc3CC2(C)C)c1, [F-], O. Product: COc1cccc(CN2Cc3cc(OC)c(O)cc3CC2(C)C)c1. Reaction SMILES: [CH2:36]([N+:37]([CH2:38][CH2:39][CH2:40][CH3:41])([CH2:42][CH2:43][CH2:44][CH3:45])[CH2:46][CH2:47][CH2:48][CH3:49])[CH2:50][CH2:51][CH3:52].[CH2:54]1[O:55][CH2:56][CH2:57][CH2:58]1.[CH3:1][O:2][c:3]1[c:4]([O:24][Si:25]([CH:26]([CH3:27])[CH3:28])([CH:29]([CH3:30])[CH3:31])[CH:32]([CH3:33])[CH3:34])[cH:5][c:6]2[c:11]([cH:12]1)[CH2:10][N:9]([CH2:13][c:14]1[cH:15][c:16]([O:20][CH3:21])[cH:17][cH:18][cH:19]1)[C:8]([CH3:22])([CH3:23])[CH2:7]2.[F-:35].[OH2:53]>>[CH3:1][O:2][c:3]1[c:4]([OH:24])[cH:5][c:6]2[c:11]([cH:12]1)[CH2:10][N:9]([CH2:13][c:14]1[cH:15][c:16]([O:20][CH3:21])[cH:17][cH:18][cH:19]1)[C:8]([CH3:22])([CH3:23])[CH2:7]2. The reactants are ice, NC1=NN(C(=C1C(=O)OCC)C)C (Ethyl 3-amino-1,5-dimethylpyrazole-4-carboxylate), FC1=C(C=C(C=C1)F)[N+](=O)[O-] (2,5-difluoronitrobenzene), C([O-])([O-])=O.[K+].[K+] (potassium carbonate). Run in CS(=O)C (dimethylsulphoxide). Product: CN1N=C(C(=C1C)C(=O)OCC)NC1=C(C=C(C=C1)F)[N+](=O)[O-] (Ethyl 1,5-dimethyl-3-(4-fluoro-2-nitroanilino)pyrazole-4-carboxylate). As a reaction SMILES: [NH2:1][C:2]1[C:6]([C:7]([O:9][CH2:10][CH3:11])=[O:8])=[C:5]([CH3:12])[N:4]([CH3:13])[N:3]=1.F[C:15]1[CH:20]=[CH:19][C:18]([F:21])=[CH:17][C:16]=1[N+:22]([O-:24])=[O:23].C(=O)([O-])[O-].[K+].[K+]>CS(C)=O>[CH3:13][N:4]1[C:5]([CH3:12])=[C:6]([C:7]([O:9][CH2:10][CH3:11])=[O:8])[C:2]([NH:1][C:15]2[CH:20]=[CH:19][C:18]([F:21])=[CH:17][C:16]=2[N+:22]([O-:24])=[O:23])=[N:3]1 |f:2.3.4|. Procedure details: Ethyl 3-amino-1,5-dimethylpyrazole-4-carboxylate (5.5 g), 2,5-difluoronitrobenzene (6.6 g) and anhydrous potassium carbonate (8.9 g), were stirred in dimethylsulphoxide (60 ml) under dry nitrogen at 70° C. for 20 hours. The mixture was poured on to 300 ml of ice-cold dilute hydrochloric acid, extracted with chloroform (3×), washed with water (2×), dried with magnesium sulphate and the solvent evaporated under reduced pressure. The yellow-brown residue was crystallized from ethanol to give the ti... Reactants: CCOC(C)=O, CC(C)(C)OC(=O)n1ncc2cccc([N+](=O)[O-])c21. The product is CC(C)(C)OC(=O)n1ncc2cccc(N)c21. As a reaction SMILES: [CH3:20][CH2:21][O:22][C:23](=[O:24])[CH3:25].[N+:1]([O-:2])(=[O:3])[c:4]1[cH:5][cH:6][cH:7][c:8]2[cH:9][n:10][n:11]([C:13](=[O:14])[O:15][C:16]([CH3:17])([CH3:18])[CH3:19])[c:12]12>>[NH2:1][c:4]1[cH:5][cH:6][cH:7][c:8]2[cH:9][n:10][n:11]([C:13](=[O:14])[O:15][C:16]([CH3:17])([CH3:18])[CH3:19])[c:12]12. Reactants: COC(=O)C1=NC(=CC=C1C(=O)C1=CC2=C(C=C1)OCO2)C (6-methyl-3-(3,4-methylenedioxyphenylcarbonyl)pyridine-2-carboxylic acid methyl ester), C1=CC(=CC(=C1)Cl)C(=O)OO (mCPBA), C(=O)(O)[O-].[Na+] (NaHCO3), S(=S)(=O)([O-])[O-].[Na+].[Na+] (sodium thiosulfate). The solvent is ClCCl (dichloromethane). Run at time 20 hour. The product is CC1=CC=C(C(=[N+]1[O-])C(=O)OC)C(=O)C1=CC2=C(C=C1)OCO2 (6-methyl-3-(3,4-methylenedioxyphenylcarbonyl)-2-methoxycarbonylpyridine N-oxide). Isolated yield 85.1%. As a reaction SMILES: [CH3:1][O:2][C:3]([C:5]1[C:10]([C:11]([C:13]2[CH:18]=[CH:17][C:16]3[O:19][CH2:20][O:21][C:15]=3[CH:14]=2)=[O:12])=[CH:9][CH:8]=[C:7]([CH3:22])[N:6]=1)=[O:4].C1C=C(Cl)C=C(C(OO)=[O:31])C=1.S([O-])([O-])(=O)=S.[Na+].[Na+].C([O-])(O)=O.[Na+]>ClCCl>[CH3:22][C:7]1[N+:6]([O-:31])=[C:5]([C:3]([O:2][CH3:1])=[O:4])[C:10]([C:11]([C:13]2[CH:18]=[CH:17][C:16]3[O:19][CH2:20][O:21][C:15]=3[CH:14]=2)=[O:12])=[CH:9][CH:8]=1 |f:2.3.4,5.6|. Reported procedure: To a dichloromethane(20 ml) solution of 6-methyl-3-(3,4-methylenedioxyphenylcarbonyl)pyridine-2-carboxylic acid methyl ester(1.75 g,5.85 mmol) was added mCPBA(1.73 g) under ice-cooling. The mixture was stirred at room temperature for 20 h and an aqueous solution of sodium thiosulfate was added to the mixture to quench the reaction. The mixture was neutralized with a saturated aqueous solution of NaHCO3 and extracted with dichloromethane. The organic layer was washed with brine, dried over MgSO4 ...